Dataset: the Open Reaction Database (ORD), a public repository of structured organic reaction records. Task: describe an organic reaction: reactants, conditions, products, and yield The reactants are CI (methyl iodide), C(N)(=O)[C@H]1NC[C@H](C1)SCC1=CC=C(C=C1)OC ((2S, 4S)-2-carbamoyl-4-(4-methoxybenzylthio)pyrrolidine), C([O-])(O)=O.[Na+] (sodium bicarbonate). Solvent: CN(C=O)C (dimethylformamide). Conditions: time 20 minute. Yields the product C(N)(=O)[C@H]1N(C[C@H](C1)SCC1=CC=C(C=C1)OC)C ((2S, 4S)-2-Carbamoyl-4-(4-methoxybenzylthio)-1-methylpyrrolidine). As a reaction SMILES: CI.[C:3]([C@@H:6]1[CH2:10][C@H:9]([S:11][CH2:12][C:13]2[CH:18]=[CH:17][C:16]([O:19][CH3:20])=[CH:15][CH:14]=2)[CH2:8][NH:7]1)(=[O:5])[NH2:4].[C:21](=O)(O)[O-].[Na+]>CN(C)C=O>[C:3]([C@@H:6]1[CH2:10][C@H:9]([S:11][CH2:12][C:13]2[CH:14]=[CH:15][C:16]([O:19][CH3:20])=[CH:17][CH:18]=2)[CH2:8][N:7]1[CH3:21])(=[O:5])[NH2:4] |f:2.3|. Procedure: 0.07 ml of methyl iodide was added, whilst ice-cooling, to a solution of 0.6 g of (2S, 4S)-2-carbamoyl-4-(4-methoxybenzylthio)pyrrolidine [prepared as described in step (5) above] dissolved in 4.5 ml of dry dimethylformamide. The mixture was then stirred at 0° to 5° C. for 5 minutes and at room temperature for 20 minutes. At the end of this time, the reaction mixture was poured into a saturated aqueous solution of sodium bicarbonate and then extracted with ethyl acetate. The extract was washed w... The reactants are ClCCl, CC(C)(C)OC(=O)NC1CCC(O)C1. Yields the product CC(C)(C)OC(=O)NC1CCC(=O)C1. RXN SMILES: [Cl:15][CH2:16][Cl:17].[OH:1][CH:2]1[CH2:3][CH:4]([NH:7][C:8]([O:9][C:10]([CH3:11])([CH3:12])[CH3:13])=[O:14])[CH2:5][CH2:6]1>>[O:1]=[C:2]1[CH2:3][CH:4]([NH:7][C:8]([O:9][C:10]([CH3:11])([CH3:12])[CH3:13])=[O:14])[CH2:5][CH2:6]1.